Dataset: the Open Reaction Database (ORD), a public repository of structured organic reaction records. Task: describe an organic reaction: reactants, conditions, products, and yield The reactants are C(C)(=O)N1CCC(CC1)C(=O)O (1-acetyl-4-piperidine carboxylic acid), Cl.NCC(=O)C1=CC=CC=C1 (2-aminoacetophenone hydrochloride), C(C)(C)N(CC)C(C)C (diisopropylethylamine), C(=O)(N1C=NC=C1)N1C=NC=C1 (carbonyldiimidazole). The solvent is C(Cl)Cl (CH2Cl2). Reaction conditions: temperature 23 celsius, time 1.5 hour. Product: O=C(CNC(=O)C1CCN(CC1)C(C)=O)C1=CC=CC=C1 (1-Acetyl-piperidine-4-carboxylic acid (2-oxo-2-phenyl-ethyl)-amide). Isolated yield 78.1%. Reaction SMILES: [C:1]([N:4]1[CH2:9][CH2:8][CH:7]([C:10]([OH:12])=O)[CH2:6][CH2:5]1)(=[O:3])[CH3:2].C(N1C=CN=C1)(N1C=CN=C1)=O.Cl.[NH2:26][CH2:27][C:28]([C:30]1[CH:35]=[CH:34][CH:33]=[CH:32][CH:31]=1)=[O:29].C(N(C(C)C)CC)(C)C>C(Cl)Cl>[O:29]=[C:28]([C:30]1[CH:35]=[CH:34][CH:33]=[CH:32][CH:31]=1)[CH2:27][NH:26][C:10]([CH:7]1[CH2:6][CH2:5][N:4]([C:1](=[O:3])[CH3:2])[CH2:9][CH2:8]1)=[O:12] |f:2.3|. Reported procedure: A suspension of 1-acetyl-4-piperidine carboxylic acid (93 g, 542 mmol) in CH2Cl2 (700 mL) is treated portionwise at 23° C. with carbonyldiimidazole (80 g, 542 mmol). The solution is allowed to stir at 23° C. under N2 for 1.5 h, then treated with 2-aminoacetophenone hydrochloride (93 g, 542 mmol) and diisopropylethylamine (113 mL, 650 mmol). The orange solution is stirred for 15 h, then washed with 2 N NaOH (2×200 mL), 2 N HCl (2×200 mL), and brine (1×300 mL), dried (MgSO) and concentrated to a r... The product is CC(C#N)(O)C (acetone cyanohydrin), C#N (hydrogen cyanide), N (ammonia), [C-]#N.[NH4+] (ammonium cyanide). RXN SMILES: [NH2:1][C:2]([CH3:6])([CH3:5])[C:3]#[N:4].CC(C)=[O:9]>>[CH3:5][C:2]([CH3:6])([OH:9])[C:3]#[N:4].[CH:2]#[N:1].[NH3:1].[C-:2]#[N:1].[NH4+:1] |f:5.6|. Procedure details: The inventors extensively studied to overcome these difficulties, and as a result the following were found: 2-amino-2-methylpropionitrile having an ammonia content of not more than 1.5% by weight can be obtained in a high yield by subjecting crude 2-amino-2-methylpropionitrile (which is obtained by the reaction between acetone cyanohydrin and ammonia, or acetone, hydrogen cyanide and ammonia, or acetone and ammonium cyanide, and contains impurities such as unreacted acetone, hydrogen cyanide and... Starting materials: CC(=O)C (acetone), CC(=O)C (acetone), NC(C#N)(C)C (2-amino-2-methylpropionitrile). Starting materials: BrC=1C=C(C(=NC1)C#N)[N+](=O)[O-] (5-Bromo-3-nitropicolinonitrile), C(C)#N (acetonitrile), C(C)N1N=CC=C1O (1-ethyl-1H-pyrazol-5-ol), C([O-])([O-])=O.[Na+].[Na+] (sodium carbonate). Run in C(C)(=O)OCC.C(Cl)(Cl)Cl.CCCCCC (ethyl acetate chloroform hexane). Product: BrC=1C=C(C(=NC1)C#N)OC1=CC=NN1CC (5-bromo-3-(1-ethyl-1H-pyrazol-5-yloxy)picolinonitrile). The yield is 53.3%. RXN SMILES: [Br:1][C:2]1[CH:3]=[C:4]([N+]([O-])=O)[C:5]([C:8]#[N:9])=[N:6][CH:7]=1.[CH2:13]([N:15]1[C:19]([OH:20])=[CH:18][CH:17]=[N:16]1)[CH3:14].C(=O)([O-])[O-].[Na+].[Na+].C(#N)C>C(OCC)(=O)C.C(Cl)(Cl)Cl.CCCCCC>[Br:1][C:2]1[CH:3]=[C:4]([O:20][C:19]2[N:15]([CH2:13][CH3:14])[N:16]=[CH:17][CH:18]=2)[C:5]([C:8]#[N:9])=[N:6][CH:7]=1 |f:2.3.4,6.7.8|. Procedure: 5-Bromo-3-nitropicolinonitrile (24.0 g, 105 mmol), 1-ethyl-1H-pyrazol-5-ol (13.0 g, 116 mmol), and sodium carbonate (11.2 g, 105 mmol) were combined with acetonitrile (400 ml). The mixture was heated to reflux for 20 hours, then cooled to ambient temperature, filtered and evaporated. The residue was dissolved in ethyl acetate (800 ml) and washed with water (3×200 ml) and brine, dried (MgSO4), filtered and evaporated. The crude material was purified over silica gel (15:35:50, then 20:30:50 ethyl ... The reactants are CI, CC(C)=O, CN(C)Cc1c(N2CCCC(NC(=O)OC(C)(C)C)C2)n(Cc2ccccc2Cl)c2c(=O)n(C)c(=O)n(C)c12. Yields the product Cc1c(N2CCCC(NC(=O)OC(C)(C)C)C2)n(Cc2ccccc2Cl)c2c(=O)n(C)c(=O)n(C)c12. RXN SMILES: [CH3:1][I:2].[CH3:42][C:43](=[O:44])[CH3:45].[Cl:3][c:4]1[c:5]([CH2:6][n:7]2[c:8]([N:24]3[CH2:25][CH:26]([NH:30][C:31]([O:32][C:33]([CH3:34])([CH3:35])[CH3:36])=[O:37])[CH2:27][CH2:28][CH2:29]3)[c:9]([CH2:20][N:21]([CH3:22])[CH3:23])[c:10]3[n:11]([CH3:19])[c:12](=[O:18])[n:13]([CH3:17])[c:14](=[O:16])[c:15]23)[cH:38][cH:39][cH:40][cH:41]1>>[Cl:3][c:4]1[c:5]([CH2:6][n:7]2[c:8]([N:24]3[CH2:25][CH:26]([NH:30][C:31]([O:32][C:33]([CH3:34])([CH3:35])[CH3:36])=[O:37])[CH2:27][CH2:28][CH2:29]3)[c:9]([CH3:20])[c:10]3[n:11]([CH3:19])[c:12](=[O:18])[n:13]([CH3:17])[c:14](=[O:16])[c:15]23)[cH:38][cH:39][cH:40][cH:41]1. Procedure: Maleic anhydride (85 g) in 1300 mL of CH2Cl2 was cooled to 15° C. and treated with 155 g of 4-aminobutyraldehyde diethyl acetal (AmBDA). (Other preparations used the reverse mode of addition with similar results.) Fifteen min after the addition was complete no further AmBDA was detected by glpc. The solvent was removed under reduced pressure (maintained at 0.2 torr for 2 h to assure completion) to give 230 g of slightly orange colored thick oil. On standing for several months at 0° C., this mate... Reaction SMILES: [C:1]1(=[O:7])[O:6][C:4](=[O:5])[CH:3]=[CH:2]1.[CH2:8]([O:10][CH:11]([O:16][CH2:17][CH3:18])[CH2:12][CH2:13][CH2:14][NH2:15])[CH3:9]>C(Cl)Cl>[CH2:17]([O:16][CH:11]([O:10][CH2:8][CH3:9])[CH2:12][CH2:13][CH2:14][NH:15][C:4](=[O:5])/[CH:3]=[CH:2]\[C:1]([OH:6])=[O:7])[CH3:18]. Run in C(Cl)Cl (CH2Cl2). Yields the product C(C)OC(CCCNC(\C=C/C(=O)O)=O)OCC (N-(4,4-Diethoxybutyl)maleamic Acid). The reactants are C(C)OC(CCCN)OCC (4-aminobutyraldehyde diethyl acetal), C1(\C=C/C(=O)O1)=O (Maleic anhydride), C(C)OC(CCCN)OCC (AmBDA). Reactants: COc1cc2nccc(Nc3ccc(Cl)cc3F)c2cc1O, O=S(=O)(OS(=O)(=O)C(F)(F)F)C(F)(F)F, c1ccncc1. Yields the product COc1cc2nccc(Nc3ccc(Cl)cc3F)c2cc1OS(=O)(=O)C(F)(F)F. RXN SMILES: [Cl:16][c:17]1[cH:18][c:19]([F:37])[c:20]([NH:21][c:22]2[cH:23][cH:24][n:25][c:26]3[cH:27][c:28]([O:33][CH3:34])[c:29]([OH:32])[cH:30][c:31]23)[cH:35][cH:36]1.[F:1][C:2]([S:3](=[O:4])(=[O:5])[O:8][S:9](=[O:10])(=[O:11])[C:12]([F:13])([F:14])[F:15])([F:6])[F:7].[cH:38]1[cH:39][cH:40][n:41][cH:42][cH:43]1>>[O:8]([S:9](=[O:10])(=[O:11])[C:12]([F:13])([F:14])[F:15])[c:29]1[c:28]([O:33][CH3:34])[cH:27][c:26]2[n:25][cH:24][cH:23][c:22]([NH:21][c:20]3[c:19]([F:37])[cH:18][c:17]([Cl:16])[cH:36][cH:35]3)[c:31]2[cH:30]1. Reactants: solution, C(C(=O)[O-])(=O)OCC (ethyl oxalate), C1(=CC=CC=C1)C(C(=O)O)C ((RS)-2-phenylpropionic acid), CN(CCN(C)C)C (N,N′-tetramethylethylenediamine), C(CCC)[Li] (n-butyllithium), C(O)([O-])=O.[Na+] (sodium hydrogencarbonate). Run in O1CCCC1 (tetrahydrofuran), O1CCCC1 (tetrahydrofuran), CCCCCC (hexane). Conditions: temperature -70 celsius, time 3 hour. Yields the product O=C(C(=O)OCC)C(C)C1=CC=CC=C1 (ethyl (RS)-2-oxo-3-phenylbutyrate). The yield is 97.0%. RXN SMILES: C([Li])CCC.[C:6]1([CH:12]([CH3:16])[C:13]([OH:15])=O)[CH:11]=[CH:10][CH:9]=[CH:8][CH:7]=1.CN(C)CCN(C)C.[C:25]([O:30][CH2:31][CH3:32])(=[O:29])C([O-])=O.C(=O)([O-])O.[Na+]>CCCCCC.O1CCCC1>[O:15]=[C:13]([CH:12]([C:6]1[CH:7]=[CH:8][CH:9]=[CH:10][CH:11]=1)[CH3:16])[C:25]([O:30][CH2:31][CH3:32])=[O:29] |f:4.5|. Procedure details: A 1.6 N solution of n-butyllithium in hexane was run dropwise into a solution, cooled to the region of −70° C., of 33 g (0.220 mol) of (RS)-2-phenylpropionic acid in 220 cm3 of tetrahydrofuran and of 44 cm3 of N,N′-tetramethylethylenediamine. After having stirred the reaction mixture for three hours at −70° C., the reaction mixture was returned to a temperature in the region of 20° C. and the solution obtained was run into a solution of 75 cm3 (0.55 mol) of ethyl oxalate in 110 cm3 of tetrahydro...